describe an organic reaction: reactants, conditions, products, and yield From a dataset of the Open Reaction Database (ORD), a public repository of structured organic reaction records. The reactants are CC=1C=C(C=C(C1)C)SC1=C(C#N)C(=CC=C1)F (2-[(3,5-Dimethylphenyl)thio]-6-fluorobenzonitrile), OOS(=O)[O-].[K+] (OXONE). Run in CO (methanol), O (water). Product: CC=1C=C(C=C(C1)C)S(=O)C1=C(C#N)C(=CC=C1)F (2-[(3,5-dimethylphenyl)sulfinyl]-6-fluorobenzonitrile). The yield is 47.0%. RXN SMILES: [CH3:1][C:2]1[CH:3]=[C:4]([S:9][C:10]2[CH:17]=[CH:16][CH:15]=[C:14]([F:18])[C:11]=2[C:12]#[N:13])[CH:5]=[C:6]([CH3:8])[CH:7]=1.[OH:19]OS([O-])=O.[K+]>CO.O>[CH3:8][C:6]1[CH:5]=[C:4]([S:9]([C:10]2[CH:17]=[CH:16][CH:15]=[C:14]([F:18])[C:11]=2[C:12]#[N:13])=[O:19])[CH:3]=[C:2]([CH3:1])[CH:7]=1 |f:1.2|. Procedure: 2-[(3,5-Dimethylphenyl)thio]-6-fluorobenzonitrile (Example 18) (1.0 g, 3.9 mmol) was dissolved in 100 ml of methanol. A solution of OXONE®.dagger. (2.63 g, 4.3 mmol) in 15 ml of water was added dropwise with stirring. After stirring 1.5 h, the solid was removed by vacuum filtration and washed with 3×50 ml of methanol. The filtrate was concentrated to dryness and chromatographed on silica get (flash; Hex/EtOAc 2:1) to provide 0.5 g (47%) of 2-[(3,5-dimethylphenyl)sulfinyl]-6-fluorobenzonitrile: m... Reactants: NC=1C=C(C(=O)OC)C=CN1 (methyl 2-aminoisonicotinate), C1(CC1)C(=O)Cl (cyclopropanecarbonyl chloride), Carboxylic acid-1. The product is C1(CC1)C(=O)NC=1C=C(C(=O)OC)C=CN1 (methyl 2-(cyclopropanecarboxamido)isonicotinate). The yield is 92.0%. Reaction SMILES: [NH2:1][C:2]1[CH:3]=[C:4]([CH:9]=[CH:10][N:11]=1)[C:5]([O:7][CH3:8])=[O:6].[CH:12]1([C:15](Cl)=[O:16])[CH2:14][CH2:13]1>>[CH:12]1([C:15]([NH:1][C:2]2[CH:3]=[C:4]([CH:9]=[CH:10][N:11]=2)[C:5]([O:7][CH3:8])=[O:6])=[O:16])[CH2:14][CH2:13]1. Procedure: The title compound is prepared in 92% yield (1.60 g, a yellow solid) from methyl 2-aminoisonicotinate (1.20 g, 7.89 mmol) and cyclopropanecarbonyl chloride by the similar manner in Step-1 of Carboxylic acid-1. Reactants: BrC=1C=C(C=CC1NC(C(F)(F)F)=O)OC (3-Bromo-4-(trifluoroacetamido)anisole), C1(=CC=CC=C1)P(C1=CC=CC=C1)C1=CC=CC=C1 (triphenylphosphine), [N-]=[N+]=[N-].[Na+] (sodium azide). Solvent: C(Cl)(Cl)(Cl)Cl (carbon tetrachloride), CN(C=O)C (N,N-dimethylformamide), O (water). Conditions: time 12 hour. The product is BrC=1C=C(C=CC1N1N=NN=C1C(F)(F)F)OC (3-Bromo-4-(5-(trifluoromethyl)tetrazol-1-yl)anisole). Isolated yield 54.2%. RXN SMILES: [Br:1][C:2]1[CH:3]=[C:4]([O:15][CH3:16])[CH:5]=[CH:6][C:7]=1[NH:8][C:9](=O)[C:10]([F:13])([F:12])[F:11].C1(P(C2C=CC=CC=2)C2C=CC=CC=2)C=CC=CC=1.[N-:36]=[N+:37]=[N-:38].[Na+]>C(Cl)(Cl)(Cl)Cl.CN(C)C=O.O>[Br:1][C:2]1[CH:3]=[C:4]([O:15][CH3:16])[CH:5]=[CH:6][C:7]=1[N:8]1[C:9]([C:10]([F:13])([F:12])[F:11])=[N:38][N:37]=[N:36]1 |f:2.3|. Procedure: 3-Bromo-4-(trifluoroacetamido)anisole (4.7 g, 0.16 mol) was suspended in carbon tetrachloride (60 ml) and triphenylphosphine (6.2 g, 0.024 mol) was added. The reaction was heated at reflux for 12 hours. The reaction was allowed to cool to ambient temperature, and filtered. The solid was washed thoroughly with ethyl acetate:diethyl ether (1:1, 200 ml:200 ml). The filtrate was concentrated in vacuo to afford a red solid. This solid was dissolved in N,N-dimethylformamide (10 ml) and this solution w...